This data is from the Open Reaction Database (ORD), a public repository of structured organic reaction records. The task is: describe an organic reaction: reactants, conditions, products, and yield The reactants are CI, [H-], O=c1[nH]c2cccnc2n1-c1ccc(N2CCn3c2nc2ccccc23)cc1, [Na+], CN(C)C=O, O. Yields the product Cn1c(=O)n(-c2ccc(N3CCn4c3nc3ccccc34)cc2)c2ncccc21. As a reaction SMILES: [CH3:29][I:30].[H-:31].[N:1]1([c:13]2[cH:14][cH:15][c:16](-[n:19]3[c:20](=[O:28])[nH:21][c:22]4[c:23]3[n:24][cH:25][cH:26][cH:27]4)[cH:17][cH:18]2)[CH2:2][CH2:3][n:4]2[c:5]1[n:6][c:7]1[c:8]2[cH:9][cH:10][cH:11][cH:12]1.[Na+:32].[O:34]=[CH:35][N:36]([CH3:37])[CH3:38].[OH2:33]>>[N:1]1([c:13]2[cH:14][cH:15][c:16](-[n:19]3[c:20](=[O:28])[n:21]([CH3:29])[c:22]4[c:23]3[n:24][cH:25][cH:26][cH:27]4)[cH:17][cH:18]2)[CH2:2][CH2:3][n:4]2[c:5]1[n:6][c:7]1[c:8]2[cH:9][cH:10][cH:11][cH:12]1. Reactants: Cl.S1C(=CC2=C1C=CC=C2)C=2CCNCC2 (4-(Benzothiophen-2-yl)-1,2,3,6-tetrahydropyridine hydrochloride), COC1=CC=C(CCl)C=C1 (4-methoxybenzyl chloride). The product is S1C(=CC2=C1C=CC=C2)C=2CCN(CC2)CC2=CC=C(C=C2)OC (4-(Benzothiophen-2-yl)-1-(4-methoxybenzyl)-1,2,3,6-tetrahydropyridine). Yield: 4.2%. As a reaction SMILES: Cl.[S:2]1[C:6]2[CH:7]=[CH:8][CH:9]=[CH:10][C:5]=2[CH:4]=[C:3]1[C:11]1[CH2:12][CH2:13][NH:14][CH2:15][CH:16]=1.[CH3:17][O:18][C:19]1[CH:26]=[CH:25][C:22]([CH2:23]Cl)=[CH:21][CH:20]=1>>[S:2]1[C:6]2[CH:7]=[CH:8][CH:9]=[CH:10][C:5]=2[CH:4]=[C:3]1[C:11]1[CH2:12][CH2:13][N:14]([CH2:23][C:22]2[CH:25]=[CH:26][C:19]([O:18][CH3:17])=[CH:20][CH:21]=2)[CH2:15][CH:16]=1 |f:0.1|. Procedure details: 4-(Benzothiophen-2-yl)-1,2,3,6-tetrahydropyridine hydrochloride (250 mg, 0.99 mmol) was reacted with 4-methoxybenzyl chloride (0.13 ml, 0.99 mmol) as exemplified in Example 1. The crude product was triturated with hot methanol to give the title compound as a pale yellow solid mp 158°-160° C. (Found: C, 75.09; H, 5.05; N, 4.31; C21 H21NOS requires C, 75.19; H, 6.31; N, 4.18%). δH (CDCl3) 2.65 (2H, m, NCH2CH2), 2.74 (2H, m, NCH2 CH2), 3.20 (2H, m, NCH2CH2), 3.61 (2H, s, NCH2Ar), 3.81 (3H, s, OMe),... The reactants are COc1cc2ncnc(C3CCNCC3)c2cc1OC, CC#N, CCN(C(C)C)C(C)C, [K+], [K+], CC(C)Oc1ccc(NC(=O)Oc2ccc([N+](=O)[O-])cc2)cc1, O=C([O-])[O-]. Yields the product COc1cc2ncnc(C3CCN(C(=O)Nc4ccc(OC(C)C)cc4)CC3)c2cc1OC. RXN SMILES: [CH3:1][O:2][c:3]1[cH:4][c:5]2[c:6]([CH:15]3[CH2:16][CH2:17][NH:18][CH2:19][CH2:20]3)[n:7][cH:8][n:9][c:10]2[cH:11][c:12]1[O:13][CH3:14].[CH3:59][C:60]#[N:61].[CH:44]([N:45]([CH2:46][CH3:47])[CH:48]([CH3:49])[CH3:50])([CH3:51])[CH3:52].[K+:53].[K+:54].[N+:21]([c:22]1[cH:23][cH:24][c:25]([O:30][C:31](=[O:26])[NH:32][c:33]2[cH:34][cH:35][c:36]([O:39][CH:40]([CH3:41])[CH3:42])[cH:37][cH:38]2)[cH:27][cH:28]1)([O-:29])=[O:43].[O-:55][C:56]([O-:57])=[O:58]>>[CH3:1][O:2][c:3]1[cH:4][c:5]2[c:6]([CH:15]3[CH2:16][CH2:17][N:18]([C:31](=[O:30])[NH:32][c:33]4[cH:34][cH:35][c:36]([O:39][CH:40]([CH3:41])[CH3:42])[cH:37][cH:38]4)[CH2:19][CH2:20]3)[n:7][cH:8][n:9][c:10]2[cH:11][c:12]1[O:13][CH3:14]. The reactants are N1(CCOCC1)CC1=NC=CC(=N1)NC=1SC(=CC1C(=O)N)C1=NN(C=N1)COCC[Si](C)(C)C (2-{[2-(Morpholin-4-ylmethyl)pyrimidin-4-yl]amino}-5-(1-{[2-(trimethylsilyl)ethoxy]methyl}-1H-1,2,4-triazol-3-yl)thiophene-3-carboxamide), Cl (HCl). Run in CCO (EtOH). Reaction conditions: temperature 60 celsius. Yields the product N1(CCOCC1)CC1=NC=CC(=N1)NC=1SC(=CC1C(=O)N)C1=NNC=N1 (2-{[2-(Morpholin-4-ylmethyl)pyrimidin-4-yl]amino}-5-(1H-1,2,4-triazol-3-yl)thiophene-3-carboxamide). As a reaction SMILES: [N:1]1([CH2:7][C:8]2[N:13]=[C:12]([NH:14][C:15]3[S:16][C:17]([C:23]4[N:27]=[CH:26][N:25](COCC[Si](C)(C)C)[N:24]=4)=[CH:18][C:19]=3[C:20]([NH2:22])=[O:21])[CH:11]=[CH:10][N:9]=2)[CH2:6][CH2:5][O:4][CH2:3][CH2:2]1.Cl>CCO>[N:1]1([CH2:7][C:8]2[N:13]=[C:12]([NH:14][C:15]3[S:16][C:17]([C:23]4[N:27]=[CH:26][NH:25][N:24]=4)=[CH:18][C:19]=3[C:20]([NH2:22])=[O:21])[CH:11]=[CH:10][N:9]=2)[CH2:2][CH2:3][O:4][CH2:5][CH2:6]1. Procedure: 2-{[2-(Morpholin-4-ylmethyl)pyrimidin-4-yl]amino}-5-(1-{[2-(trimethylsilyl)ethoxy]methyl}-1H-1,2,4-triazol-3-yl)thiophene-3-carboxamide (100 mg, 0.19 mmol) was taken up in a mixture of EtOH (3.0 mL) and HCl (2.0 M, 3.00 mL, 6.00 mmol) and heated to 60° C. overnight. The reaction was not complete, so the temperature was raised to 75° C. for 6 h. The resulting suspension was filtered to isolate the title compound as a pale yellow solid (HCl salt). Starting materials: C(C1=CC=CC=C1)N1CC(CCC1)CO (1-benzyl-3-piperidine methanol), C=C1CC(=O)O1 (diketene). Product: C(C1=CC=CC=C1)N1CC(CCC1)COC(CC(=O)C)=O (acetoacetic acid-(N-benzyl-3-piperidinylmethyl) ester). The yield is 82.7%. RXN SMILES: [CH2:1]([N:8]1[CH2:13][CH2:12][CH2:11][CH:10]([CH2:14][OH:15])[CH2:9]1)[C:2]1[CH:7]=[CH:6][CH:5]=[CH:4][CH:3]=1.[CH2:16]=[C:17]1[O:21][C:19](=[O:20])[CH2:18]1>>[CH2:1]([N:8]1[CH2:13][CH2:12][CH2:11][CH:10]([CH2:14][O:15][C:19](=[O:20])[CH2:18][C:17]([CH3:16])=[O:21])[CH2:9]1)[C:2]1[CH:7]=[CH:6][CH:5]=[CH:4][CH:3]=1. Procedure: In this reference example, 15.01 g of 1-benzyl-3-piperidine methanol and 6.76 g of diketene were reacted similarly as in Reference Example 1, and the reaction product was purified by silica gel column chromatography (eluent:n-hexane:ethyl acetate=1:1 v/v), to obtain 17.50 g of acetoacetic acid-(N-benzyl-3-piperidinylmethyl) ester (yield: 82.5%).